This data is from the Open Reaction Database (ORD), a public repository of structured organic reaction records. The task is: describe an organic reaction: reactants, conditions, products, and yield Starting materials: CC(C)CCC[C@@H](C)[C@H]1CC[C@H]2[C@@H]3CC=C4C[C@@H](O)CC[C@]4(C)[C@H]3CC[C@]12C (Cholesterol), ClC1=CC(=CC=C1)C(=O)OO (m-chloroperbenzoic acid), cholesterol epoxides, CC(C)CCC[C@@H](C)[C@H]1CC[C@H]2[C@@H]3CC=C4C[C@@H](O)CC[C@]4(C)[C@H]3CC[C@]12C (cholesterol). Solvent: C(Cl)Cl (methylene chloride), C(Cl)Cl (methylene chloride). The product is C[C@H](CCCC(C)C)[C@H]1CC[C@@H]2[C@@]1(CC[C@H]3[C@H]2C[C@H]4[C@@]5([C@@]3(CC[C@@H](C5)O)C)O4)C (Cholesterol 5α,6α-epoxide). RXN SMILES: [CH3:1][CH:2]([CH2:4][CH2:5][CH2:6][C@H:7]([C@@H:9]1[C@:27]2([CH3:28])[C@H:12]([C@H:13]3[C@H:24]([CH2:25][CH2:26]2)[C@:22]2([CH3:23])[C:16]([CH2:17][C@H:18]([CH2:20][CH2:21]2)[OH:19])=[CH:15][CH2:14]3)[CH2:11][CH2:10]1)[CH3:8])[CH3:3].ClC1C=CC=C(C(OO)=[O:37])C=1>C(Cl)Cl>[CH3:8][C@@H:7]([C@@H:9]1[C@@:27]2([CH3:28])[CH2:26][CH2:25][C@@H:24]3[C@@:22]4([CH3:23])[CH2:21][CH2:20][C@H:18]([OH:19])[CH2:17][C@:16]54[O:37][C@H:15]5[CH2:14][C@H:13]3[C@@H:12]2[CH2:11][CH2:10]1)[CH2:6][CH2:5][CH2:4][CH:2]([CH3:1])[CH3:3]. Reported procedure: Pure cholesterol epoxides are not generally available from commercial sources, so they were synthesized from cholesterol. Analytical grade cholesterol, purified through the dibromide, was employed in these syntheses. Cholesterol 5α,6α-epoxide was synthesized by the procedure of Fieser, L. F. and Fieser, M., in "Reagents for Organic Synthesis," Vol. 1, 1967 John Wiley, New York, p. 136. Cholesterol (50 mmol) in methylene chloride (75 ml) solution was treated at 25° C. over a 30 minute interval wi... The reactants are CC(C)(C)O, CCOCC, CC12CCC(=O)NC1CCc1cc(Sc3ccccc3)ccc12, CC(C)(C)[O-], CI, CCOC(C)=O, CCCCCC, [K+]. Yields the product CN1C(=O)CCC2(C)c3ccc(Sc4ccccc4)cc3CCC12. Reaction SMILES: [C:7]([OH:8])([CH3:9])([CH3:10])[CH3:11].[CH2:43]([O:44][CH2:45][CH3:46])[CH3:47].[CH3:12][C:13]12[CH2:14][CH2:15][C:16](=[O:34])[NH:17][CH:18]1[CH2:19][CH2:20][c:21]1[c:22]2[cH:23][cH:24][c:25]([S:27][c:28]2[cH:29][cH:30][cH:31][cH:32][cH:33]2)[cH:26]1.[CH3:1][C:2]([CH3:3])([O-:4])[CH3:5].[CH3:35][I:36].[CH3:37][CH2:38][O:39][C:40](=[O:41])[CH3:42].[CH3:48][CH2:49][CH2:50][CH2:51][CH2:52][CH3:53].[K+:6]>>[CH3:1][N:17]1[C:16](=[O:34])[CH2:15][CH2:14][C:13]2([CH3:12])[CH:18]1[CH2:19][CH2:20][c:21]1[c:22]2[cH:23][cH:24][c:25]([S:27][c:28]2[cH:29][cH:30][cH:31][cH:32][cH:33]2)[cH:26]1. The reactants are BrCC1CCC1, CC(C)(C)OC(=O)NC(Cc1c[nH]c2ccccc12)C(=O)O, CN(C)C=O, [H-], [Na+]. Yields the product CC(C)(C)OC(=O)NC(Cc1cn(CC2CCC2)c2ccccc12)C(=O)O. RXN SMILES: [Br:25][CH2:26][CH:27]1[CH2:28][CH2:29][CH2:30]1.[C:3]([CH3:4])([CH3:5])([CH3:6])[O:7][C:8](=[O:9])[NH:10][CH:11]([CH2:12][c:13]1[cH:14][nH:15][c:16]2[cH:17][cH:18][cH:19][cH:20][c:21]12)[C:22](=[O:23])[OH:24].[CH3:31][N:32]([CH3:33])[CH:34]=[O:35].[H-:2].[Na+:1]>>[C:3]([CH3:4])([CH3:5])([CH3:6])[O:7][C:8](=[O:9])[NH:10][CH:11]([CH2:12][c:13]1[cH:14][n:15]([CH2:26][CH:27]2[CH2:28][CH2:29][CH2:30]2)[c:16]2[cH:17][cH:18][cH:19][cH:20][c:21]12)[C:22](=[O:23])[OH:24]. Starting materials: COC(=O)CCc1ccc(NCc2cccc(-c3c(C)cccc3C)c2)cc1, CC(=O)OC(C)=O, c1ccncc1. Yields the product COC(=O)CCc1ccc(N(Cc2cccc(-c3c(C)cccc3C)c2)C(C)=O)cc1. Reaction SMILES: [CH3:1][c:2]1[c:3](-[c:9]2[cH:10][c:11]([CH2:15][NH:16][c:17]3[cH:18][cH:19][c:20]([CH2:23][CH2:24][C:25](=[O:26])[O:27][CH3:28])[cH:21][cH:22]3)[cH:12][cH:13][cH:14]2)[c:4]([CH3:8])[cH:5][cH:6][cH:7]1.[CH3:29][C:30](=[O:31])[O:32][C:33](=[O:34])[CH3:35].[cH:36]1[cH:37][cH:38][n:39][cH:40][cH:41]1>>[CH3:1][c:2]1[c:3](-[c:9]2[cH:10][c:11]([CH2:15][N:16]([c:17]3[cH:18][cH:19][c:20]([CH2:23][CH2:24][C:25](=[O:26])[O:27][CH3:28])[cH:21][cH:22]3)[C:30]([CH3:29])=[O:31])[cH:12][cH:13][cH:14]2)[c:4]([CH3:8])[cH:5][cH:6][cH:7]1. Starting materials: NC1=C(C=CC=C1)NS(=O)(=O)C1=CC2=C(S1)C=CC=C2 (benzo[b]thiophene-2-sulfonic acid (2-aminophenyl) amide), COC1=CC(=C(C=C1)S(=O)(=O)Cl)[N+](=O)[O-] (4-methoxy-2-nitrobenzenesulfonyl chloride). The solvent is C(Cl)Cl (DCM), N1=CC=CC=C1 (pyridine), C(Cl)Cl (DCM). Reaction conditions: time 8 hour. Yields the product COC1=CC(=C(C=C1)S(=O)(=O)NC1=C(C=CC=C1)NS(=O)(=O)C1=CC2=C(S1)C=CC=C2)[N+](=O)[O-] (benzo[b]thiophene-2-sulfonic acid [2-(4-methoxy-2-nitro-benzenesulfonylamino)phenyl]-amide). Yield: 67.0%. RXN SMILES: [NH2:1][C:2]1[CH:7]=[CH:6][CH:5]=[CH:4][C:3]=1[NH:8][S:9]([C:12]1[S:16][C:15]2[CH:17]=[CH:18][CH:19]=[CH:20][C:14]=2[CH:13]=1)(=[O:11])=[O:10].[CH3:21][O:22][C:23]1[CH:28]=[CH:27][C:26]([S:29](Cl)(=[O:31])=[O:30])=[C:25]([N+:33]([O-:35])=[O:34])[CH:24]=1>C(Cl)Cl.N1C=CC=CC=1>[CH3:21][O:22][C:23]1[CH:28]=[CH:27][C:26]([S:29]([NH:1][C:2]2[CH:7]=[CH:6][CH:5]=[CH:4][C:3]=2[NH:8][S:9]([C:12]2[S:16][C:15]3[CH:17]=[CH:18][CH:19]=[CH:20][C:14]=3[CH:13]=2)(=[O:11])=[O:10])(=[O:30])=[O:31])=[C:25]([N+:33]([O-:35])=[O:34])[CH:24]=1. Procedure: To a solution of benzo[b]thiophene-2-sulfonic acid (2-aminophenyl) amide (1 mmol, prepared as in Example 1) in DCM (2 mL) and pyridine (2 mL), 4-methoxy-2-nitrobenzenesulfonyl chloride (1.1 mmol) was added at RT and the reaction mixture was then allowed to stir at RT overnight. The reaction mixture was then diluted with DCM (10 mL). The organic phase was washed with 10% aqueous HCl (10 mL), water (10 mL) and brine (10 mL). The organic phase was dried over anhydrous sodium sulfate and concentrate... Starting materials: C1(=CC=C(C=C1)S(=O)(=O)Cl)C (4-toluenesulfonyl chloride), C1(=CC=CC=C1)C (toluene), S1C(=CC=C1)CCO (2-(2-Thienyl)ethanol). Run in C(C)N(CC)CC (Triethylamine). Reaction conditions: temperature 45 celsius, time 4 hour. Yields the product S1C(=CC=C1)CCOS(=O)(=O)C1=CC=C(C=C1)C (2-(2-Thienyl)ethyl-4-toluene sulfonate). As a reaction SMILES: [C:1]1([CH3:11])[CH:6]=[CH:5][C:4]([S:7](Cl)(=[O:9])=[O:8])=[CH:3][CH:2]=1.C1(C)C=CC=CC=1.[S:19]1[CH:23]=[CH:22][CH:21]=[C:20]1[CH2:24][CH2:25][OH:26]>C(N(CC)CC)C>[S:19]1[CH:23]=[CH:22][CH:21]=[C:20]1[CH2:24][CH2:25][O:26][S:7]([C:4]1[CH:5]=[CH:6][C:1]([CH3:11])=[CH:2][CH:3]=1)(=[O:9])=[O:8]. Reported procedure: 4-toluenesulfonyl chloride (162 g), toluene (363.3 g) and 2-(2-Thienyl)ethanol (104 g) are combined. Triethylamine (93 g) is added maintaining the temperature lower than 45° C. After 4 hrs, the mixture is washed with aqueous phosphoric acid, aqueous sodium hydroxide and then water. The organic phase is distilled off under vacuum. Isopropanol (314 g) and heptanes (365.9 g) are added. The batch is crystallized by cooling and isolated at −15° C. The crystals are filtered and washed with heptanes (1... Reactants: NC1=NC(=NC2=CC(=C(C=C12)OC)OC)Cl (4-amino-2-chloro-6,7-dimethoxyquinazoline), C1(=CC=CC=C1)C1(CCCC1)C(=O)N1CCNCC1 (1-(1-phenylcyclopentylcarbonyl)piperazine). Solvent: C(CC(C)C)O (isopentanol). The product is O.Cl.NC1=NC(=NC2=CC(=C(C=C12)OC)OC)N1CCN(CC1)C(=O)C1(CCCC1)C1=CC=CC=C1 (4-Amino-6,7-dimethoxy-2-[4-(1-phenylcyclopentylcarbonyl)-1-piperazinyl]quinazoline hydrochloride hydrate). Yield: 147.1%. As a reaction SMILES: [NH2:1][C:2]1[C:11]2[C:6](=[CH:7][C:8]([O:14][CH3:15])=[C:9]([O:12][CH3:13])[CH:10]=2)[N:5]=[C:4]([Cl:16])[N:3]=1.[C:17]1([C:23]2([C:28]([N:30]3[CH2:35][CH2:34][NH:33][CH2:32][CH2:31]3)=[O:29])[CH2:27][CH2:26][CH2:25][CH2:24]2)[CH:22]=[CH:21][CH:20]=[CH:19][CH:18]=1>C(O)CC(C)C>[OH2:12].[ClH:16].[NH2:1][C:2]1[C:11]2[C:6](=[CH:7][C:8]([O:14][CH3:15])=[C:9]([O:12][CH3:13])[CH:10]=2)[N:5]=[C:4]([N:33]2[CH2:34][CH2:35][N:30]([C:28]([C:23]3([C:17]4[CH:18]=[CH:19][CH:20]=[CH:21][CH:22]=4)[CH2:24][CH2:25][CH2:26][CH2:27]3)=[O:29])[CH2:31][CH2:32]2)[N:3]=1 |f:3.4.5|. Procedure: To 25 ml of isopentanol were added 1.2 g of 4-amino-2-chloro-6,7-dimethoxyquinazoline and 1.55 g of 1-(1-phenylcyclopentylcarbonyl)piperazine, and the resulting mixture was heated under reflux for 4 hours. The crystals thus produced were collected by filtration and recrystallized from 50% v/v aqueous ethanol, to give 1.90 g of the desired compound No. 60 hydrochloride hydrate in the form of colourless powdery crystals melting at 277°-278° C. (with decomposition). The reactants are N1(N=CN=C1)C=1C=C2C=CC(NC2=C(C1)C)=O (6-(1,2,4-triazol-1-yl)-8-methyl-2-(1H)-quinolone), C (charcoal). The solvent is C(C)O (ethanol). The product is CC=1C=C(C=C2CCC(NC12)=O)N1N=CN=C1 (3,4-dihydro-8-methyl-6-(1,2,4-triazol-1-yl)-2-(1H)-quinolone). Reaction SMILES: [N:1]1([C:6]2[CH:7]=[C:8]3[C:13](=[C:14]([CH3:16])[CH:15]=2)[NH:12][C:11](=[O:17])[CH:10]=[CH:9]3)[CH:5]=[N:4][CH:3]=[N:2]1.C>C(O)C>[CH3:16][C:14]1[CH:15]=[C:6]([N:1]2[CH:5]=[N:4][CH:3]=[N:2]2)[CH:7]=[C:8]2[C:13]=1[NH:12][C:11](=[O:17])[CH2:10][CH2:9]2. Procedure details: A suspension of 6-(1,2,4-triazol-1-yl)-8-methyl-2-(1H)-quinolone (see Example 9) (1.7 g) in ethanol (450 cm3) was hydrogenated at 60° and 60 p.s.i. (4.13×105Pa) pressure over 10% palladised charcoal (0.35 g) for 72 hours. The cooled mixture was then filtered through "Solkafloc" (Trademark for a cellulose based filtering agent) and evaporated in vacuo to afford a solid. Chromatography on silica (Merck "MK 60.9385" [Trade Mark]) eluting with chloroform:methanol, 49:1, followed by combination and e... Run in C1(=CC=CC=C1)C (toluene), C(C)(=O)OCC (ethyl acetate). Reaction SMILES: [NH:1]1[C:5]([C:6]2[CH:7]=[C:8]([CH:11]=[CH:12][CH:13]=2)[CH:9]=[O:10])=[N:4][N:3]=[N:2]1.[CH2:14]=[C:15]([CH3:17])[CH3:16].CS(O)(=O)=O>C1(C)C=CC=CC=1.C(OCC)(=O)C>[C:15]([N:3]1[N:2]=[N:1][C:5]([C:6]2[CH:7]=[C:8]([CH:11]=[CH:12][CH:13]=2)[CH:9]=[O:10])=[N:4]1)([CH3:17])([CH3:16])[CH3:14]. Procedure: In an autoclave, 3.2 g (18.4 mmol) of 3-(tetrazol-5-yl)-benzaldehyde (see Step 59.1) in 22 ml of toluene are heated at 110° C. for 1.5 hours with ≈1.5 g of isobutene and 0.216 ml of methanesulfonic acid. When cold the reaction mixture is diluted with 200 ml of ethyl acetate, washed four times with water and once with brine, dried (Na2SO4) and concentrated by evaporation. Column chromatography (SiO2; hexane/ethyl acetate=3:1) and crystallization from diethyl ether/hexane (−15° C.) yield 3-(2-tert... Reactants: N1N=NN=C1C=1C=C(C=O)C=CC1 (3-(tetrazol-5-yl)-benzaldehyde), C=C(C)C (isobutene), CS(=O)(=O)O (methanesulfonic acid). Yields the product C(C)(C)(C)N1N=C(N=N1)C=1C=C(C=O)C=CC1 (3-(2-tert-butyl-tetrazol-5-yl)-benzaldehyde).